Dataset: the Open Reaction Database (ORD), a public repository of structured organic reaction records. Task: describe an organic reaction: reactants, conditions, products, and yield Reactants: ClC=1C=C(C=CC1OC(C)C)C1=NOC(=N1)C1=CC=C(C=C1)\C=C/C(=O)OC ((Z)-methyl 3-(4-(3-(3-chloro-4-isopropoxyphenyl)-1,2,4-oxadiazol-5-yl)phenyl)acrylate), [OH-].[Na+] (NaOH), Cl (HCl). The solvent is CCO (EtOH). Conditions: time 2 hour. The product is ClC=1C=C(C=CC1OC(C)C)C1=NOC(=N1)C1=CC=C(C=C1)\C=C/C(=O)O ((Z)-3-(4-(3-(3-chloro-4-isopropoxyphenyl)-1,2,4-oxadiazol-5-yl)phenyl)acrylic acid). Isolated yield 28.4%. RXN SMILES: [Cl:1][C:2]1[CH:3]=[C:4]([C:12]2[N:16]=[C:15]([C:17]3[CH:22]=[CH:21][C:20](/[CH:23]=[CH:24]\[C:25]([O:27]C)=[O:26])=[CH:19][CH:18]=3)[O:14][N:13]=2)[CH:5]=[CH:6][C:7]=1[O:8][CH:9]([CH3:11])[CH3:10].[OH-].[Na+].Cl>CCO>[Cl:1][C:2]1[CH:3]=[C:4]([C:12]2[N:16]=[C:15]([C:17]3[CH:22]=[CH:21][C:20](/[CH:23]=[CH:24]\[C:25]([OH:27])=[O:26])=[CH:19][CH:18]=3)[O:14][N:13]=2)[CH:5]=[CH:6][C:7]=1[O:8][CH:9]([CH3:11])[CH3:10] |f:1.2|. Procedure details: To a solution of (Z)-methyl 3-(4-(3-(3-chloro-4-isopropoxyphenyl)-1,2,4-oxadiazol-5-yl)phenyl)acrylate (30 mg, 0.075 mmol) in EtOH (2 mL) was added 2N aqueous NaOH (2 mL). The reaction was stirred at room temperature, under nitrogen, for 2 hours. Reaction was acidified via addition of 1N HCl, until a precipitate formed. Solid was collected by filtration, washed with 0.2N HCl, and dried in a vac oven to give (Z)-3-(4-(3-(3-chloro-4-isopropoxyphenyl)-1,2,4-oxadiazol-5-yl)phenyl)acrylic acid (8.2 m...